Task: describe an organic reaction: reactants, conditions, products, and yield. Dataset: the Open Reaction Database (ORD), a public repository of structured organic reaction records Starting materials: BrCC(C)C (1-bromo-2-methyl-propane), C(C)(C)[N-]C(C)C.[Li+] (lithium diisopropylamide), C(C)OC(CC1=CC(=C(C=C1)Cl)Cl)=O ((3,4-dichloro-phenyl)-acetic acid ethyl ester). The solvent is CN(P(=O)(N(C)C)N(C)C)C (hexamethylphosphoramide), O1CCCC1.CN(P(=O)(N(C)C)N(C)C)C (tetrahydrofuran hexamethylphosphoramide). Reaction conditions: temperature -78 celsius, time 45 minute. Yields the product hexanes ethyl acetate, C(C)OC(C(CC(C)C)C1=CC(=C(C=C1)Cl)Cl)=O (2-(3,4-dichloro-phenyl)-4-methyl-pentanoic acid ethyl ester). The yield is 96.3%. RXN SMILES: C([N-]C(C)C)(C)C.[Li+].[CH2:9]([O:11][C:12](=[O:22])[CH2:13][C:14]1[CH:19]=[CH:18][C:17]([Cl:20])=[C:16]([Cl:21])[CH:15]=1)[CH3:10].Br[CH2:24][CH:25]([CH3:27])[CH3:26]>O1CCCC1.CN(C)P(N(C)C)(N(C)C)=O.CN(C)P(N(C)C)(N(C)C)=O>[CH2:9]([O:11][C:12](=[O:22])[CH:13]([C:14]1[CH:19]=[CH:18][C:17]([Cl:20])=[C:16]([Cl:21])[CH:15]=1)[CH2:24][CH:25]([CH3:27])[CH3:26])[CH3:10] |f:0.1,4.5|. Procedure: A solution of freshly prepared lithium diisopropylamide (4.88 mL of 0.29 M stock solution, 1.41 mmol) cooled to −78° C. was treated with (3,4-dichloro-phenyl)-acetic acid ethyl ester (300 mg, 1.28 mmol) in tetrahydrofuran/hexamethylphosphoramide (3.2 mL, 3:1). The resulting solution was stirred at −78° C. for 45 min. At this time, the reaction was treated with a solution of 1-bromo-2-methyl-propane (1.53 mL, 1.41 mmol) in hexamethylphosphoramide (1 mL). The reaction mixture was stirred at −78° C... Reactants: aqueous solution, S(=S)(=O)([O-])[O-].[Na+].[Na+] (sodium thiosulfate), COC(CSC1=CC(=CC=C1)Br)=O ((3-bromo-phenylsulfanyl)-acetic acid methyl ester), ClC1=CC(=CC=C1)C(=O)OO (3-chloroperbenzoic acid), ClC(C)Cl (dichloroethane), ClC1=CC(=CC=C1)C(=O)OO (3-chloroperbenzoic acid). Reaction conditions: time 8 hour. Product: COC(CS(=O)(=O)C1=CC(=CC=C1)Br)=O ((3-bromo-benzenesulfonyl)-acetic acid methyl ester). Yield: 93.0%. As a reaction SMILES: COC(=O)CS[C:6]1[CH:11]=[CH:10][CH:9]=[C:8]([Br:12])[CH:7]=1.ClC1C=CC=[C:17]([C:21]([O:23]O)=[O:22])C=1.[S:25]([O-:29])([O-])(=[O:27])=S.[Na+].[Na+].Cl[CH:33](Cl)C>>[CH3:33][O:23][C:21](=[O:22])[CH2:17][S:25]([C:10]1[CH:11]=[CH:6][CH:7]=[C:8]([Br:12])[CH:9]=1)(=[O:29])=[O:27] |f:2.3.4|. Procedure details: A solution of 6.0 g (23 mmol) of (3-bromo-phenylsulfanyl)-acetic acid methyl ester in 50 mL of dichloroethane was treated with 6.2 g (25 mmol) of 3-chloroperbenzoic acid. After 30 min of stirring another 6.2 g (25 mmol) of 3-chloroperbenzoic acid were added, the resulting suspension was stirred overnight at RT and then treated with a 0.5 M aqueous solution of sodium thiosulfate. The phases were separated and the aqueous one extracted twice with diethylether. The combined organic phases were wash... Reactants: O (water), magnesium bis(mono peroxy phthalate hexahydrate), C(C)OC(N(CC=1C(=NC2=C(C=CC=C2C1)C)SCCC)CC1=CC(=CC(=C1)C(F)(F)F)C(F)(F)F)=O ((3,5-bis-trifluoromethyl-benzyl)-(8-methyl-2-propylsulfanyl-quinolin-3-ylmethyl)-carbamic acid ethyl ester). Run in C(Cl)Cl (methylene chloride), CO (methanol). Conditions: time 8 hour. Product: C(C)OC(N(CC=1C(=NC2=C(C=CC=C2C1)C)S(=O)CCC)CC1=CC(=CC(=C1)C(F)(F)F)C(F)(F)F)=O ((3,5-bis-trifluoromethyl-benzyl)-[8-methyl-2-(propane-1-sulfinyl)-quinolin-3-ylmethyl]-carbamic acid ethyl ester). The yield is 72.0%. RXN SMILES: [CH2:1]([O:3][C:4](=[O:37])[N:5]([CH2:22][C:23]1[CH:28]=[C:27]([C:29]([F:32])([F:31])[F:30])[CH:26]=[C:25]([C:33]([F:36])([F:35])[F:34])[CH:24]=1)[CH2:6][C:7]1[C:8]([S:18][CH2:19][CH2:20][CH3:21])=[N:9][C:10]2[C:15]([CH:16]=1)=[CH:14][CH:13]=[CH:12][C:11]=2[CH3:17])[CH3:2].[OH2:38]>CO.C(Cl)Cl>[CH2:1]([O:3][C:4](=[O:37])[N:5]([CH2:22][C:23]1[CH:24]=[C:25]([C:33]([F:36])([F:34])[F:35])[CH:26]=[C:27]([C:29]([F:30])([F:32])[F:31])[CH:28]=1)[CH2:6][C:7]1[C:8]([S:18]([CH2:19][CH2:20][CH3:21])=[O:38])=[N:9][C:10]2[C:15]([CH:16]=1)=[CH:14][CH:13]=[CH:12][C:11]=2[CH3:17])[CH3:2]. Procedure details: (3,5-bis-trifluoromethyl-benzyl)-(8-methyl-2-propylsulfanyl-quinolin-3-ylmethyl)-carbamic acid ethyl ester (Example 135) (116 mg, 0.18 mmol) was dissolved in methanol (2 mL) and water (2 mL) followed by the addition of magnesium bis(mono peroxy phthalate hexahydrate) (MMPP) (267.1 mg, 0.54 mmol). The resulting mixture was stirred at room temperature overnight. The sample was diluted with methylene chloride and washed one time with water andone time with brine. The organic phase was dried, filter... The reactants are BrC=1C=CC(=NC1)C(=O)NCCC(=O)OC(C)(C)C (tert-Butyl 3-(5-bromopicolinamido)propanoate), ClC=1C=CC(=C(C1)B(O)O)C=O ((5-chloro-2-formylphenyl)boronic acid), C(=O)([O-])[O-].[K+].[K+] (K2CO3). The reagents and catalysts are C1=CC=C(C=C1)P([C-]2C=CC=C2)C3=CC=CC=C3.C1=CC=C(C=C1)P([C-]2C=CC=C2)C3=CC=CC=C3.Cl[Pd]Cl.[Fe+2] (Pd(dppf)Cl2). The solvent is O (water), CCOC(=O)C (EtOAc), O (water), O1CCOCC1 (1,4-dioxane). Product: ClC=1C=CC(=C(C1)C=1C=CC(=NC1)C(=O)NCCC(=O)OC(C)(C)C)C=O (tert-butyl 3-(5-(5-chloro-2-formylphenyl)picolinamido)propanoate). RXN SMILES: Br[C:2]1[CH:3]=[CH:4][C:5]([C:8]([NH:10][CH2:11][CH2:12][C:13]([O:15][C:16]([CH3:19])([CH3:18])[CH3:17])=[O:14])=[O:9])=[N:6][CH:7]=1.[Cl:20][C:21]1[CH:22]=[CH:23][C:24]([CH:30]=[O:31])=[C:25](B(O)O)[CH:26]=1.C([O-])([O-])=O.[K+].[K+]>O1CCOCC1.CCOC(C)=O.O.C1C=CC(P(C2C=CC=CC=2)[C-]2C=CC=C2)=CC=1.C1C=CC(P(C2C=CC=CC=2)[C-]2C=CC=C2)=CC=1.Cl[Pd]Cl.[Fe+2]>[Cl:20][C:21]1[CH:26]=[CH:25][C:24]([CH:30]=[O:31])=[C:23]([C:2]2[CH:3]=[CH:4][C:5]([C:8]([NH:10][CH2:11][CH2:12][C:13]([O:15][C:16]([CH3:19])([CH3:18])[CH3:17])=[O:14])=[O:9])=[N:6][CH:7]=2)[CH:22]=1 |f:2.3.4,8.9.10.11|. Procedure details: tert-Butyl 3-(5-bromopicolinamido)propanoate (3.4 g, 10.3 mmol), (5-chloro-2-formylphenyl)boronic acid (2.1 g, 11.3 mmol), Pd(dppf)Cl2 (840 mg, 1.0 mmol), and K2CO3 (3.1 g, 22.6 mmol) were dissolved in 1,4-dioxane (35 mL) and water (9 mL) and heated to 90° C. After 3 h the resulting mixture was cooled to room temperature, diluted with EtOAc and water and the layers were separated. The combined organics were washed dried (Na2SO4), concentrated, and purified via column chromatography to yield the ... The reactants are C(C)(=O)OCCC#CC1=CC=C(C=C1)OC1OCCCC1 (4-[4-(2-tetrahydropyranyloxy)phenyl]-3-butynyl acetate), [H-].[Al+3].[Li+].[H-].[H-].[H-] (lithium aluminium hydride), S(=O)(=O)([O-])[O-].[Na+].[Na+] (sodium sulfate). Run in O1CCCC1 (tetrahydrofuran). The product is O1C(CCCC1)OC1=C(C=CC=C1)/C=C/CCO (4-[(2-tetrahydropyranyloxy)phenyl]-3(E)-butenyl alcohol). Yield: 193.5%. RXN SMILES: C(OCCC#C[C:9]1[CH:14]=[CH:13][C:12]([O:15][CH:16]2[CH2:21][CH2:20][CH2:19][CH2:18][O:17]2)=[CH:11][CH:10]=1)(=O)C.[H-].[Al+3].[Li+].[H-].[H-].[H-].S([O-])([O-])(=O)=O.[Na+].[Na+]>O1CCCC1>[O:17]1[CH2:18][CH2:19][CH2:20][CH2:21][CH:16]1[O:15][C:12]1[CH:11]=[CH:10][CH:9]=[CH:14][C:13]=1/[CH:9]=[CH:10]/[CH2:11][CH2:12][OH:15] |f:1.2.3.4.5.6,7.8.9|. Reported procedure: To an anhydrous tetrahydrofuran solution containing 2.4 g of 4-[4-(2-tetrahydropyranyloxy)phenyl]-3-butynyl acetate was added 1 g of lithium aluminium hydride and the mixture was refluxed for 12 hours. After the reaction was completed, an aqueous solution saturated with sodium sulfate was slowly added to the reaction mixture, and the precipitation formed were removed by filtration, then the filtrate was dried with anhydrous sodium sulfate, and concentrated to dryness. The residue thus obtained w... The reactants are O1CCCC=C1 (3,4-dihydro-2H-pyran), NC1=NC(=C(C(=N1)Br)C#N)SC (2-amino-4-bromo-6-methylsulfanyl-pyrimidine-5-carbonitrile), C(C)(C)(C)[Li] (tert-butyllithium), C(CCC)[Sn](CCCC)(CCCC)Cl (tributyltin chloride). The reagents and catalysts are Cl[Pd]([P](C1=CC=CC=C1)(C2=CC=CC=C2)C3=CC=CC=C3)([P](C4=CC=CC=C4)(C5=CC=CC=C5)C6=CC=CC=C6)Cl (bis(triphenylphosphine)palladium(II) chloride). Run in C1CCOC1 (THF), O1CCOCC1 (dioxane). Yields the product NC1=NC(=C(C(=N1)C=1OCCCC1)C#N)SC (2-Amino-4-(5,6-dihydro-4H-pyran-2-yl)-6-methylsulfanyl-pyrimidine-5-carbonitrile). Reaction SMILES: [O:1]1[CH:6]=[CH:5][CH2:4][CH2:3][CH2:2]1.C([Li])(C)(C)C.C([Sn](Cl)(CCCC)CCCC)CCC.[NH2:26][C:27]1[N:32]=[C:31](Br)[C:30]([C:34]#[N:35])=[C:29]([S:36][CH3:37])[N:28]=1>C1COCC1.O1CCOCC1.Cl[Pd](Cl)([P](C1C=CC=CC=1)(C1C=CC=CC=1)C1C=CC=CC=1)[P](C1C=CC=CC=1)(C1C=CC=CC=1)C1C=CC=CC=1>[NH2:26][C:27]1[N:32]=[C:31]([C:6]2[O:1][CH2:2][CH2:3][CH2:4][CH:5]=2)[C:30]([C:34]#[N:35])=[C:29]([S:36][CH3:37])[N:28]=1 |^1:51,70|. Procedure details: From 3,4-dihydro-2H-pyran, tert-butyllithium and tributyltin chloride in THF. Then treatment with 2-amino-4-bromo-6-methylsulfanyl-pyrimidine-5-carbonitrile and bis(triphenylphosphine)palladium(II) chloride in dioxane. ES-MS m/e (%): 271 (M+Na+, 39), 249 (M+H+, 100). The product is CN(C)CCCN(C)C(=O)c1noc(C(CCCC2CCCCC2)CC(=O)OC(C)(C)C)n1. Starting materials: CCOC(=O)c1noc(C(CCCC2CCCCC2)CC(=O)OC(C)(C)C)n1, CNCCCN(C)C, CCO. Reaction SMILES: [C:1]([CH3:2])([CH3:3])([CH3:4])[O:5][C:6]([CH2:7][CH:8]([CH2:9][CH2:10][CH2:11][CH:12]1[CH2:13][CH2:14][CH2:15][CH2:16][CH2:17]1)[c:18]1[n:19][c:20]([C:23]([O:25][CH2:24][CH3:26])=[O:27])[n:21][o:22]1)=[O:28].[CH3:29][N:30]([CH2:31][CH2:32][CH2:33][NH:34][CH3:35])[CH3:36].[CH3:37][CH2:38][OH:39]>>[C:1]([CH3:2])([CH3:3])([CH3:4])[O:5][C:6]([CH2:7][CH:8]([CH2:9][CH2:10][CH2:11][CH:12]1[CH2:13][CH2:14][CH2:15][CH2:16][CH2:17]1)[c:18]1[n:19][c:20]([C:23](=[O:25])[N:34]([CH2:33][CH2:32][CH2:31][N:30]([CH3:29])[CH3:36])[CH3:35])[n:21][o:22]1)=[O:28]. Reactants: FC(COC1=C(C=CC2=CC=CC=C12)C(=O)OC)(F)F (methyl 1-(2,2,2-trifluoroethoxy)-2-naphthoate), [OH-].[K+] (potassium hydroxide), C(C)O (ethanol). Yields the product FC(COC1=C(C=CC2=CC=CC=C12)C(=O)O)(F)F (1-(2,2,2-Trifluoroethoxy)-2-Naphthoic Acid). Run in O (water). Reaction SMILES: [F:1][C:2]([F:20])([F:19])[CH2:3][O:4][C:5]1[C:14]2[C:9](=[CH:10][CH:11]=[CH:12][CH:13]=2)[CH:8]=[CH:7][C:6]=1[C:15]([O:17]C)=[O:16].[OH-].[K+].C(O)C>O>[F:1][C:2]([F:19])([F:20])[CH2:3][O:4][C:5]1[C:14]2[C:9](=[CH:10][CH:11]=[CH:12][CH:13]=2)[CH:8]=[CH:7][C:6]=1[C:15]([OH:17])=[O:16] |f:1.2|. Procedure details: A mixture of 10 g. (35 mmoles) of methyl 1-(2,2,2-trifluoroethoxy)-2-naphthoate, 2.9 g., (42 mmoles) of potassium hydroxide, 50 ml. of ethanol and 40 ml. of water is refluxed for one hour, chilled and acidified. The fluffy precipitate is collected, water washed, and air-dried. It is purified by recrystallization first from chloroform and then from aqueous alcohol, m.p. 171.5°-172° C.